The task is: describe an organic reaction: reactants, conditions, products, and yield. This data is from the Open Reaction Database (ORD), a public repository of structured organic reaction records. Reactants: CN(C(=O)N[C@H]1[C@H](O)[C@@H](O)[C@H](O)CO1)N=O (1-methyl-1-nitroso-3-(β-D-xylopyranosyl)urea), C(C)(=O)OC(C)=O (acetic anhydride). Solvent: N1=CC=CC=C1 (pyridine). Yields the product CN(C(=O)N[C@H]1[C@H](OC(C)=O)[C@@H](OC(C)=O)[C@H](OC(C)=O)CO1)N=O (1-methyl-1-nitroso-3-(2,3,4-tri-O-acetyl-β-D-xylopyranosyl)urea). The yield is 87.0%. Reaction SMILES: [CH3:1][N:2]([N:15]=[O:16])[C:3]([NH:5][C@@H:6]1[O:14][CH2:13][C@@H:11]([OH:12])[C@H:9]([OH:10])[C@H:7]1[OH:8])=[O:4].C(O[C:21](=[O:23])[CH3:22])(=O)C>N1C=CC=CC=1>[CH3:1][N:2]([N:15]=[O:16])[C:3]([NH:5][C@@H:6]1[O:14][CH2:13][C@@H:11]([O:12][C:21](=[O:23])[CH3:22])[C@H:9]([O:10][C:9](=[O:10])[CH3:11])[C@H:7]1[O:8][C:7](=[O:8])[CH3:6])=[O:4]. Procedure details: 1-methyl-1-nitroso-3-(β-D-xylopyranosyl)urea (110 mg) was dissolved in a mixture of pyridine (1 ml) and acetic anhydride (1 ml) and the resulting mixture was allowed to stand at room temperature for effecting the acetylation. The reaction mixture was then concentrated under a reduced pressure to give a crystalline residue which was then crystallized from ethanol, yielding the titled compound (147 mg). Yield 87.0%. mp. 127°-127° C. (with decomposition). [α]D20 -25.4° (c 0.7, chloroform). Starting materials: Cl[Sn]Cl (SnCl2), FC1=NC(=C(C(=C1F)C#CC1=CC(=CC=C1)[N+](=O)[O-])F)F (2,3,5,6-tetrafluoro-4-((3-nitrophenyl)ethynyl) pyridine), FC1=NC(=C(C(=C1F)C#CC1=CC(=CC=C1)[N+](=O)[O-])F)F (2,3,5,6-Tetrafluoro-4-((3-nitrophenyl)ethynyl)pyridine). Solvent: CCO (EtOH). The product is FC1=NC(=C(C(=C1F)C#CC=1C=C(N)C=CC1)F)F (3-((Perfluoropyridin-4-yl)ethynyl)aniline). Yield: 33.0%. As a reaction SMILES: Cl[Sn]Cl.[F:4][C:5]1[C:10]([F:11])=[C:9]([C:12]#[C:13][C:14]2[CH:19]=[CH:18][CH:17]=[C:16]([N+:20]([O-])=O)[CH:15]=2)[C:8]([F:23])=[C:7]([F:24])[N:6]=1>CCO>[F:4][C:5]1[C:10]([F:11])=[C:9]([C:12]#[C:13][C:14]2[CH:15]=[C:16]([CH:17]=[CH:18][CH:19]=2)[NH2:20])[C:8]([F:23])=[C:7]([F:24])[N:6]=1. Procedure: SnCl2 (3.94 g, 20.8 mmol) was added to the solution of 2,3,5,6-tetrafluoro-4-((3-nitrophenyl)ethynyl) pyridine, (12b) (1.23 g, 4.15 mmol) in EtOH (100 mL). The reaction mixture was refluxed for 1.5 hours. After basification till pH>9 with NaOH (1.0 N solution), the product was extracted with dichloromethane. Solvent was evaporated and 0.73 g (66%) of the product aniline was purified by recrystallization with benzene. The residue was purified by column chromatography on silica gel using EtOAc:Hex...